Dataset: the Open Reaction Database (ORD), a public repository of structured organic reaction records. Task: describe an organic reaction: reactants, conditions, products, and yield The yield is 11.0%. Product: C(C)(C)S(=O)(=O)N1C(=NC2=C1C=C(C=C2)C=2N=C(OC2C2=CC=CC=C2)C2=C(C=CC=C2F)F)N (1-isopropylsulfonyl-2-amino-6-(2-(2,6-difluorophenyl)-5-(phenyl)-oxazol-4-yl)-benzimidazole). Run at temperature 100 celsius, time 4 hour. Starting materials: C(C)(C)S(=O)(=O)N1C(=NC2=C1C=C(C=C2)C(C(C2=CC=CC=C2)O[Si](C)(C)C(C)(C)C)=O)N (1-isopropylsulfonyl-2-amino-6-(α-((tert-butyldimethylsilyl)oxy)-α-(phenyl)acetyl)-benzimidazole), C(C)(=O)[O-].[NH4+] (ammonium acetate), [NH4+].[Cl-].[NH4+].[OH-] (NH4Cl NH4OH), FC1=C(C=O)C(=CC=C1)F (2,6-difluorobenzaldehyde). Procedure details: To a solution of 1-isopropylsulfonyl-2-amino-6-(α-((tert-butyldimethylsilyl)oxy)-α-(phenyl)acetyl)-benzimidazole (5.84 g, 12.0 mmol) in acetic acid (glacial, 100 mL) add ammonium acetate (9.26 g, 120 mmol) and copper (I) acetate (4.31 g, 23.7 mmol), followed by 2,6-difluorobenzaldehyde (1.41 mL, 13.1 mmol), and stir the mixture at 100° C. for 4 hours. Cool the mixture to 0° C. and slowly pour over a mixture of NH4Cl/NH4OH 3:1, pH=9. Dilute the mixture with H2O (200 mL), extract with EtOAc (3×200... RXN SMILES: [CH:1]([S:4]([N:7]1[C:11]2[CH:12]=[C:13]([C:16](=O)[CH:17]([O:24][Si](C(C)(C)C)(C)C)[C:18]3[CH:23]=[CH:22][CH:21]=[CH:20][CH:19]=3)[CH:14]=[CH:15][C:10]=2[N:9]=[C:8]1[NH2:33])(=[O:6])=[O:5])([CH3:3])[CH3:2].C([O-])(=O)C.[NH4+:38].[F:39][C:40]1[CH:47]=[CH:46][CH:45]=[C:44]([F:48])[C:41]=1[CH:42]=O.[NH4+].[Cl-].[NH4+].[OH-]>C(O)(=O)C.O.C([O-])(=O)C.[Cu+]>[CH:1]([S:4]([N:7]1[C:11]2[CH:12]=[C:13]([C:16]3[N:38]=[C:42]([C:41]4[C:40]([F:39])=[CH:47][CH:46]=[CH:45][C:44]=4[F:48])[O:24][C:17]=3[C:18]3[CH:19]=[CH:20][CH:21]=[CH:22][CH:23]=3)[CH:14]=[CH:15][C:10]=2[N:9]=[C:8]1[NH2:33])(=[O:6])=[O:5])([CH3:2])[CH3:3] |f:1.2,4.5.6.7,10.11|. Run in C(C)(=O)O (acetic acid), O (H2O). The reagents and catalysts are C(C)(=O)[O-].[Cu+] (copper (I) acetate).